Dataset: the Open Reaction Database (ORD), a public repository of structured organic reaction records. Task: describe an organic reaction: reactants, conditions, products, and yield The reactants are Cc1ccccc1, COC(=O)c1sc(-c2cccc(NC3CCCCC3)c2)c(Br)c1OCC(=O)OC(C)(C)C, CC(C)OC(=O)Cl, NC(=O)[O-]. The product is COC(=O)c1sc(-c2cccc(N(C(=O)OC(C)C)C3CCCCC3)c2)c(Br)c1OCC(=O)OC(C)(C)C. RXN SMILES: [CH3:12][c:13]1[cH:14][cH:15][cH:16][cH:17][cH:18]1.[CH3:19][O:20][C:21](=[O:22])[c:23]1[s:24][c:25](-[c:38]2[cH:39][c:40]([NH:44][CH:45]3[CH2:46][CH2:47][CH2:48][CH2:49][CH2:50]3)[cH:41][cH:42][cH:43]2)[c:26]([Br:37])[c:27]1[O:28][CH2:29][C:30](=[O:31])[O:32][C:33]([CH3:34])([CH3:35])[CH3:36].[Cl:5][C:6](=[O:7])[O:8][CH:9]([CH3:10])[CH3:11].[NH2:1][C:2](=[O:3])[O-:4]>>[C:6](=[O:7])([O:8][CH:9]([CH3:10])[CH3:11])[N:44]([c:40]1[cH:39][c:38](-[c:25]2[s:24][c:23]([C:21]([O:20][CH3:19])=[O:22])[c:27]([O:28][CH2:29][C:30](=[O:31])[O:32][C:33]([CH3:34])([CH3:35])[CH3:36])[c:26]2[Br:37])[cH:43][cH:42][cH:41]1)[CH:45]1[CH2:46][CH2:47][CH2:48][CH2:49][CH2:50]1.